From a dataset of the Open Reaction Database (ORD), a public repository of structured organic reaction records. describe an organic reaction: reactants, conditions, products, and yield The reactants are COC(C1=CC(=C(C=C1)C1CCC(CC1)C(C)(C)C)N1CCN(CC1)CCCC)=O (4-(4-t-butylcyclohexyl)-3-(4-butylpiperazin-1-yl)benzoic acid methyl ester), [H-].[Al+3].[Li+].[H-].[H-].[H-] (Lithium aluminum hydride), [F-].[Na+] (Sodium fluoride), O (water). Run in O1CCCC1 (tetrahydrofuran), O1CCCC1 (tetrahydrofuran). Run at time 55 minute. Product: C(C)(C)(C)C1CCC(CC1)C1=C(C=C(C=C1)CO)N1CCN(CC1)CCCC ([4-(4-t-Butylcyclohexyl)-3-(4-butylpiperazin-1-yl)phenyl]methanol). Yield: 102.7%. As a reaction SMILES: [H-].[Al+3].[Li+].[H-].[H-].[H-].C[O:8][C:9](=O)[C:10]1[CH:15]=[CH:14][C:13]([CH:16]2[CH2:21][CH2:20][CH:19]([C:22]([CH3:25])([CH3:24])[CH3:23])[CH2:18][CH2:17]2)=[C:12]([N:26]2[CH2:31][CH2:30][N:29]([CH2:32][CH2:33][CH2:34][CH3:35])[CH2:28][CH2:27]2)[CH:11]=1.[F-].[Na+].O>O1CCCC1>[C:22]([CH:19]1[CH2:18][CH2:17][CH:16]([C:13]2[CH:14]=[CH:15][C:10]([CH2:9][OH:8])=[CH:11][C:12]=2[N:26]2[CH2:31][CH2:30][N:29]([CH2:32][CH2:33][CH2:34][CH3:35])[CH2:28][CH2:27]2)[CH2:21][CH2:20]1)([CH3:25])([CH3:24])[CH3:23] |f:0.1.2.3.4.5,7.8|. Reported procedure: Lithium aluminum hydride (29 mg, 0.764 mmol) was suspended in anhydrous tetrahydrofuran (5 mL). To the suspension was added a solution of 4-(4-t-butylcyclohexyl)-3-(4-butylpiperazin-1-yl)benzoic acid methyl ester (308 mg, 0.743 mmol) in anhydrous tetrahydrofuran (5 mL) at room temperature under a nitrogen atmosphere, followed by stirring for 55 minutes. Sodium fluoride (262 mg) was added to the reaction mixture, and water (0.11 mL) was gradually added while blowing nitrogen. After stirring for 1... Reactants: 3-benzyl, C(C1=CC=CC=C1)N1CC2CCC(C1)N2CC(COC2=CC=C(C#N)C=C2)O (4-[3-(3-Benzyl-3,8-diazabicyclo[3.2.1]oct-8-yl)-2-hydroxypropoxy]benzonitrile), Cl (HCl). Run in C(C)#N (acetonitrile). Run at time 15 minute. Yields the product C12CNCC(CC1)N2CC(COC2=CC=C(C#N)C=C2)O (4-[3-(3,8-Diazabicyclo[3.2.1]oct-8-yl)-2-hydroxypropoxy]benzonitrile). Yield: 36.2%. Reaction SMILES: C([N:8]1[CH2:14][CH:13]2[N:15]([CH2:16][CH:17]([OH:28])[CH2:18][O:19][C:20]3[CH:27]=[CH:26][C:23]([C:24]#[N:25])=[CH:22][CH:21]=3)[CH:10]([CH2:11][CH2:12]2)[CH2:9]1)C1C=CC=CC=1.Cl>C(#N)C>[CH:13]12[N:15]([CH2:16][CH:17]([OH:28])[CH2:18][O:19][C:20]3[CH:21]=[CH:22][C:23]([C:24]#[N:25])=[CH:26][CH:27]=3)[CH:10]([CH2:11][CH2:12]1)[CH2:9][NH:8][CH2:14]2. Procedure details: To a cold solution of 4-[3-(3-benzyl-3,8-diazabicyclo[3.2.1.]oct-8-yl)-2-hydroxypropoxy]benzonitrile (5.74 g, 15.2 mmol; from step (a) above) in acetonitrile (100 mL) there was added 12 M HCl (3.2 mL). The reaction mixture was stirred for 15 minutes, concentrated in vacuo and dried under high vacuum overnight. The resulting hydrochloride salt was added to a suspension of 10% Pd/C (700 mg) in methanol (500 mL). The reaction was then stirred under hydrogen (1 atmosphere of pressure) for 90 minutes... Reactants: CCOC(C)=O, CCOC(=O)c1cn(C)c(=O)cc1Cl, CO, CC#N, Cl, [Na+], C1CCOC1, [OH-], O. Yields the product Cn1cc(C(=O)O)c(Cl)cc1=O. RXN SMILES: [C:18]([O:19][CH2:20][CH3:21])(=[O:22])[CH3:23].[CH2:1]([CH3:2])[O:3][C:4](=[O:5])[c:6]1[cH:7][n:8]([CH3:14])[c:9](=[O:13])[cH:10][c:11]1[Cl:12].[CH3:24][OH:25].[CH3:31][C:32]#[N:33].[ClH:17].[Na+:16].[O:26]1[CH2:27][CH2:28][CH2:29][CH2:30]1.[OH-:15].[OH2:34]>>[O:3]=[C:4]([OH:5])[c:6]1[cH:7][n:8]([CH3:14])[c:9](=[O:13])[cH:10][c:11]1[Cl:12]. Starting materials: [N+](=O)([O-])C1=CC=C2C=CC(=CC2=C1)N (7-nitro-2-aminonaphthalene), F[B-](F)(F)F.N#[O+] (nitrosonium tetrafluoroborate). Solvent: ClCCl (dichloromethane). Product: FC1=CC=C2C=CC(=CC2=C1)[N+](=O)[O-] (7-fluoro-2-nitronaphthalene). RXN SMILES: [N+:1]([C:4]1[CH:13]=[C:12]2[C:7]([CH:8]=[CH:9][C:10](N)=[CH:11]2)=[CH:6][CH:5]=1)([O-:3])=[O:2].[F:15][B-](F)(F)F.N#[O+]>ClCCl>[F:15][C:10]1[CH:11]=[C:12]2[C:7]([CH:6]=[CH:5][C:4]([N+:1]([O-:3])=[O:2])=[CH:13]2)=[CH:8][CH:9]=1 |f:1.2|. Procedure details: A mixture 7-nitro-2-aminonaphthalene (1 g, 5.31 mmol) and nitrosonium tetrafluoroborate (931 mg, 7.97 mmol) in dichloromethane (10 mL) is stirred at room temperature for 12 hours and at 110° C. for 1 hour. After cooling to room temperature, the reaction mixture is concentrated by rotary evaporator under high vacuum. The residual oil is purified by flash chromatography on silica gel (3:1 hexanes/EtOAc) to give 7-fluoro-2-nitronaphthalene as a dark red solid. Reactants: c1(nc(cs1)C#N)CS(=O)(=O)C, c1(c(ncc(c1)Br)N)O[C@@H](c1c(ccc(c1)F)n1nccn1)C. Reagents/catalysts: c1ccc(cc1)-c2c3ccccc3cc4ccccc24 (9-Phenylanthracene), CC(=O)[O-].[K+] (KOAc), P([C@]12C[C@@H]3C[C@H](C2)C[C@@H](C1)C3)([C@]12C[C@@H]3C[C@@H](C2)C[C@@H](C1)C3)CCCC (cataCXium A), C(O[Pd]OC(C)=O)(C)=O (Pd(OAc)2). Solvent: CC(=O)N(C)C (DMAc). Run at temperature 110 celsius, time 18 hour. Product: C[C@@H](Oc1cc(cnc1N)c2sc(CS(=O)(=O)C)nc2C#N)c3cc(F)ccc3n4nccn4. As a reaction SMILES: [CH3:1][C@H:2]([c:11]1[c:17]([n:18]2[n:22][cH:21][cH:20][n:19]2)[cH:16][cH:15][c:13]([F:14])[cH:12]1)[O:3][c:4]3[c:9]([NH2:10])[n:8][cH:7][c:6](Br)[cH:5]3.[CH3:23][S:24]([CH2:27][c:28]1[s:32][cH:31][c:30]([C:33]#[N:34])[n:29]1)(=[O:26])=[O:25]>>[CH3:1][C@H:2]([c:11]1[c:17]([n:18]2[n:22][cH:21][cH:20][n:19]2)[cH:16][cH:15][c:13]([F:14])[cH:12]1)[O:3][c:4]3[c:9]([NH2:10])[n:8][cH:7][c:6]([c:31]4[c:30]([C:33]#[N:34])[n:29][c:28]([CH2:27][S:24]([CH3:23])(=[O:26])=[O:25])[s:32]4)[cH:5]3.